This data is from the Open Reaction Database (ORD), a public repository of structured organic reaction records. The task is: describe an organic reaction: reactants, conditions, products, and yield Reactants: ClCCCl, ClCCl, Cl, CNC(=O)c1c(-c2ccc(F)cc2)oc2ccc(-c3cc(C(=O)O)ccc3C)cc12, On1nnc2ccccc21, NC1(c2cncnc2)CC1. The product is CNC(=O)c1c(-c2ccc(F)cc2)oc2ccc(-c3cc(C(=O)NC4(c5cncnc5)CC4)ccc3C)cc12. RXN SMILES: [CH2:51]([Cl:52])[CH2:53][Cl:54].[Cl:56][CH2:57][Cl:58].[ClH:55].[F:1][c:2]1[cH:3][cH:4][c:5](-[c:8]2[o:9][c:10]3[c:11]([c:12]2[C:13]([NH:14][CH3:15])=[O:16])[cH:17][c:18](-[c:21]2[cH:22][c:23]([C:24](=[O:25])[OH:26])[cH:27][cH:28][c:29]2[CH3:30])[cH:19][cH:20]3)[cH:6][cH:7]1.[OH:41][n:42]1[c:43]2[c:44]([cH:45][cH:46][cH:47][cH:48]2)[n:49][n:50]1.[n:31]1[cH:32][n:33][cH:34][c:35]([C:37]2([NH2:40])[CH2:38][CH2:39]2)[cH:36]1>>[F:1][c:2]1[cH:3][cH:4][c:5](-[c:8]2[o:9][c:10]3[c:11]([c:12]2[C:13]([NH:14][CH3:15])=[O:16])[cH:17][c:18](-[c:21]2[cH:22][c:23]([C:24](=[O:25])[NH:40][C:37]4([c:35]5[cH:34][n:33][cH:32][n:31][cH:36]5)[CH2:38][CH2:39]4)[cH:27][cH:28][c:29]2[CH3:30])[cH:19][cH:20]3)[cH:6][cH:7]1. Reactants: O(C1=CC=CC=C1)C(CCO)C (3-phenoxy-1-butanol), CC(=O)C.OS(=O)(=O)O.O=[Cr](=O)=O (Jones' reagent), C(C)(C)O (isopropyl alcohol). The solvent is CC(=O)C (acetone). Reaction conditions: time 10 minute. Product: O(C1=CC=CC=C1)C(CC(=O)OCC)C (ethyl 3-phenoxybutyrate). Yield: 67.0%. Reaction SMILES: [O:1]([CH:8]([CH3:12])[CH2:9][CH2:10][OH:11])[C:2]1[CH:7]=[CH:6][CH:5]=[CH:4][CH:3]=1.[CH3:13][C:14](C)=[O:15].OS(O)(=O)=O.O=[Cr](=O)=O.C(O)(C)C>CC(C)=O>[O:1]([CH:8]([CH3:12])[CH2:9][C:10]([O:15][CH2:14][CH3:13])=[O:11])[C:2]1[CH:7]=[CH:6][CH:5]=[CH:4][CH:3]=1 |f:1.2.3|. Procedure: To a solution of 3.15 g of the crude alcohol 27 (prepared in 30-(3)) in 80 ml of acetone is added 10 ml of 8N Jones' reagent at 20° C. to 30° C. dropwise. The mixture is stirred for additional 10 minutes, and 3 ml of isopropyl alcohol is added thereto. The resulting mixture is stirred for 10 minutes and acetone is evaporated under reduced pressure. Water is added to the residue, and the residue is extracted with ethyl acetate twice. The organic layer is washed with water and then extracted with ... Starting materials: CC(C)[Mg+], [Cl-], O=C(Cl)c1cccc(Cl)c1, Clc1cccc2cc(I)cnc12, N#C[Cu], C1CCOC1. Yields the product O=C(c1cccc(Cl)c1)c1cnc2c(Cl)cccc2c1. Reaction SMILES: [CH:2]([Mg+:3])([CH3:4])[CH3:5].[Cl-:1].[Cl:21][c:22]1[cH:23][c:24]([C:25](=[O:26])[Cl:27])[cH:28][cH:29][cH:30]1.[Cl:6][c:7]1[cH:8][cH:9][cH:10][c:11]2[cH:12][c:13]([I:17])[cH:14][n:15][c:16]12.[Cu:18][C:19]#[N:20].[O:31]1[CH2:32][CH2:33][CH2:34][CH2:35]1>>[Cl:6][c:7]1[cH:8][cH:9][cH:10][c:11]2[cH:12][c:13]([C:25]([c:24]3[cH:23][c:22]([Cl:21])[cH:30][cH:29][cH:28]3)=[O:26])[cH:14][n:15][c:16]12. Starting materials: Cc1nc(-c2ccc3c(c2)OCCn2cc(-c4ncnn4C(C)C)nc2-3)cn1CC(C)(C)O[Si](C)(C)C(C)(C)C, C1CCOC1, CCCC[N+](CCCC)(CCCC)CCCC, [F-]. Product: Cc1nc(-c2ccc3c(c2)OCCn2cc(-c4ncnn4C(C)C)nc2-3)cn1CC(C)(C)O. Reaction SMILES: [C:1]([Si:2]([CH3:3])([CH3:4])[O:6][C:7]([CH2:8][n:9]1[c:10]([CH3:36])[n:11][c:12](-[c:14]2[cH:15][c:16]3[c:17]([cH:34][cH:35]2)-[c:18]2[n:19]([cH:23][c:24](-[c:26]4[n:27][cH:28][n:29][n:30]4[CH:31]([CH3:32])[CH3:33])[n:25]2)[CH2:20][CH2:21][O:22]3)[cH:13]1)([CH3:37])[CH3:38])([CH3:5])([CH3:39])[CH3:40].[CH2:59]1[O:60][CH2:61][CH2:62][CH2:63]1.[CH3:42][CH2:43][CH2:44][CH2:45][N+:46]([CH2:47][CH2:48][CH2:49][CH3:50])([CH2:51][CH2:52][CH2:53][CH3:54])[CH2:55][CH2:56][CH2:57][CH3:58].[F-:41]>>[OH:6][C:7]([CH2:8][n:9]1[c:10]([CH3:36])[n:11][c:12](-[c:14]2[cH:15][c:16]3[c:17]([cH:34][cH:35]2)-[c:18]2[n:19]([cH:23][c:24](-[c:26]4[n:27][cH:28][n:29][n:30]4[CH:31]([CH3:32])[CH3:33])[n:25]2)[CH2:20][CH2:21][O:22]3)[cH:13]1)([CH3:37])[CH3:38]. Reactants: crude material, C(OCC)(OCC)OCC (triethyl orthoformate), FC1=C(C=CC(=C1)F)C=1N2C=CC(C(=C2C=CC1)C=1C=C(C(=O)O)C=CC1F)=O (3-[6-(2,4-difluorophenyl)-2-oxo-2H-quinolizin-1-yl]-4-fluorobenzoic acid), C(C(=O)Cl)(=O)Cl (oxalyl chloride), NN (hydrazine). Solvent: CN(C)C=O (DMF), CO (MeOH), C(Cl)Cl (CH2Cl2). Conditions: time 10 minute. The product is FC1=C(C=CC(=C1)F)C=1N2C=CC(C(=C2C=CC1)C1=C(C=CC(=C1)C=1OC=NN1)F)=O (6-(2,4-difluorophenyl)-1-[2-fluoro-5-(1,3,4-oxadiazol-2-yl)phenyl]-2H-quinolizin-2-one). As a reaction SMILES: [F:1][C:2]1[CH:7]=[C:6]([F:8])[CH:5]=[CH:4][C:3]=1[C:9]1[N:10]2[C:15]([CH:16]=[CH:17][CH:18]=1)=[C:14]([C:19]1[CH:20]=C([CH:25]=[CH:26][C:27]=1[F:28])C(O)=O)[C:13](=[O:29])[CH:12]=[CH:11]2.C(Cl)(=O)C(Cl)=O.[NH2:36][NH2:37].[CH:38]([O:45][CH2:46][CH3:47])(OCC)OCC>C(Cl)Cl.CO.CN(C=O)C>[F:1][C:2]1[CH:7]=[C:6]([F:8])[CH:5]=[CH:4][C:3]=1[C:9]1[N:10]2[C:15]([CH:16]=[CH:17][CH:18]=1)=[C:14]([C:19]1[CH:20]=[C:47]([C:46]3[O:45][CH:38]=[N:36][N:37]=3)[CH:25]=[CH:26][C:27]=1[F:28])[C:13](=[O:29])[CH:12]=[CH:11]2. Reported procedure: To a solution of 3-[6-(2,4-difluorophenyl)-2-oxo-2H-quinolizin-1-yl]-4-fluorobenzoic acid (Example 31, 400 mg, 1.01 μmol) in CH2Cl2 (5 mL) was added oxalyl chloride (190 mg, 1.50 mmol), and a catalytic amount of DMF at 0° C. After 15 minutes at 0° C. the ice bath was removed and the reaction warmed to ambient temperature. LCMS revealed the reaction was complete and all volatile material was removed in vacuo. The crude residue was dissolved in CH2Cl2 and was added to a hydrazine solution (10.1 mm... Starting materials: CC=1C(=C(C(=C(O)C1)C)C)O (trimethylhydroquinone), C(=O)=O (CO2), CC(C)CCCC(C)CCCC(C)CCCC(C)(C=C)O (isophytol). Reaction conditions: temperature 100 celsius, time 30 minute. Yields the product CC1=C(C2=C(C(=C1O)C)CC[C@@](O2)(C)CCC[C@H](C)CCC[C@H](C)CCCC(C)C)C (α-tocopherol). Yield: 84.0%. RXN SMILES: [CH3:1][C:2]1[C:3]([OH:11])=[C:4]([CH3:10])[C:5]([CH3:9])=[C:6]([CH:8]=1)O.C(=O)=O.[CH3:15][CH:16]([CH2:18][CH2:19][CH2:20][CH:21]([CH2:23][CH2:24][CH2:25][CH:26]([CH2:28][CH2:29][CH2:30][C:31]([OH:35])([CH:33]=[CH2:34])[CH3:32])[CH3:27])[CH3:22])[CH3:17]>>[CH3:10][C:4]1[C:3]([OH:11])=[C:2]([CH3:1])[C:8]2[CH2:34][CH2:33][C@:31]([CH2:30][CH2:29][CH2:28][C@@H:26]([CH2:25][CH2:24][CH2:23][C@@H:21]([CH2:20][CH2:19][CH2:18][CH:16]([CH3:15])[CH3:17])[CH3:22])[CH3:27])([CH3:32])[O:35][C:6]=2[C:5]=1[CH3:9]. Reported procedure: 15.02 g (98.8 mmol) of trimethylhydroquinone and 10.59 g of the strongly acid ion exchanger Amberlyst A15 were placed in a 300 ml autoclave, and 116 g of CO2 were condensed in. Heating to 100° C. resulted in a pressure of 185 bar. 37.80 ml (29.48 g; 99.6 mmol) of isophytol were injected by means of an HPLC pump over the course of 1.5 hours (h) at 108° C. After stirring at 108° C. for a further 30 minutes (min), the autoclave was cooled to room temperature (RT), and the pressure was released. The... The product is C(\C=C\C(=O)O)(=O)O.C(C)N1N=CC=2C1=NC(=C(C2NC2CCOCC2)CNC(C2=CC=C(C=C2)NC(CCCCCCCN(C)CCO)=O)=O)CC.C(C)N2N=CC=1C2=NC(=C(C1NC1CCOCC1)CNC(C1=CC=C(C=C1)NC(CCCCCCCN(CCO)C)=O)=O)CC (N-{[1,6-Diethyl-4-(tetrahydro-2H-pyran-4-ylamino)-1H-pyrazolo[3,4-b]pyridin-5-yl]methyl}-4-({8-[(2-hydroxyethyl)(methyl)amino]octanoyl}amino)benzamide hemifumarate). RXN SMILES: [CH2:1]([N:3]1[C:7]2=[N:8][C:9]([CH2:44][CH3:45])=[C:10]([CH2:19][NH:20][C:21](=[O:43])[C:22]3[CH:27]=[CH:26][C:25]([NH:28][C:29](=[O:42])[CH2:30][CH2:31][CH2:32][CH2:33][CH2:34][CH2:35][CH2:36][N:37]([CH2:39][CH2:40][OH:41])[CH3:38])=[CH:24][CH:23]=3)[C:11]([NH:12][CH:13]3[CH2:18][CH2:17][O:16][CH2:15][CH2:14]3)=[C:6]2[CH:5]=[N:4]1)[CH3:2].[C:46]([OH:53])(=[O:52])/[CH:47]=[CH:48]/[C:49]([OH:51])=[O:50]>C(O)(C)C>[C:46]([OH:53])(=[O:52])/[CH:47]=[CH:48]/[C:49]([OH:51])=[O:50].[CH2:1]([N:3]1[C:7]2=[N:8][C:9]([CH2:44][CH3:45])=[C:10]([CH2:19][NH:20][C:21](=[O:43])[C:22]3[CH:27]=[CH:26][C:25]([NH:28][C:29](=[O:42])[CH2:30][CH2:31][CH2:32][CH2:33][CH2:34][CH2:35][CH2:36][N:37]([CH2:39][CH2:40][OH:41])[CH3:38])=[CH:24][CH:23]=3)[C:11]([NH:12][CH:13]3[CH2:14][CH2:15][O:16][CH2:17][CH2:18]3)=[C:6]2[CH:5]=[N:4]1)[CH3:2].[CH2:1]([N:3]1[C:7]2=[N:8][C:9]([CH2:44][CH3:45])=[C:10]([CH2:19][NH:20][C:21](=[O:43])[C:22]3[CH:27]=[CH:26][C:25]([NH:28][C:29](=[O:42])[CH2:30][CH2:31][CH2:32][CH2:33][CH2:34][CH2:35][CH2:36][N:37]([CH3:38])[CH2:39][CH2:40][OH:41])=[CH:24][CH:23]=3)[C:11]([NH:12][CH:13]3[CH2:14][CH2:15][O:16][CH2:17][CH2:18]3)=[C:6]2[CH:5]=[N:4]1)[CH3:2] |f:3.4.5|. Reactants: C(C)N1N=CC=2C1=NC(=C(C2NC2CCOCC2)CNC(C2=CC=C(C=C2)NC(CCCCCCCN(C)CCO)=O)=O)CC (N-{[1,6-Diethyl-4-(tetrahydro-2H-pyran-4-ylamino)-1H-pyrazolo[3,4-b]pyridin-5-yl]methyl}-4-({8-[(2-hydroxyethyl)(methyl)amino]octanoyl}amino)benzamide), C(\C=C\C(=O)O)(=O)O (fumaric acid). Reported procedure: N-{[1,6-Diethyl-4-(tetrahydro-2H-pyran-4-ylamino)-1H-pyrazolo[3,4-b]pyridin-5-yl]methyl}-4-({8-[(2-hydroxyethyl)(methyl)amino]octanoyl}amino)benzamide [the “free base”, 100 mg, about 0.161 mmol, as a substantially amorphous form thereof, as prepared in Example 1B (alternative preparation no. 2)] was dissolved in isopropanol (1 ml) at room temperature. The resulting solution was added to fumaric acid (18.7 mg±1 mg, 1 equivalent) and heated to 40° C. The reaction mixture was left to temperature cy... Run at temperature 40 celsius, time 8 hour. Run in C(C)(C)O (isopropanol). Starting materials: FC1=CC=C2C(=CN(C2=C1)S(=O)(=O)C1=CC=CC=C1)C=1C=NNC1 (6-fluoro-1-(phenylsulfonyl)-3-(1H-pyrazol-4-yl)-1H-indole), FC1=CC=C2C(=CN(C2=C1)S(=O)(=O)C1=CC=CC=C1)C=1C=NNC1 (6-fluoro-1-(phenylsulfonyl)-3-(1H-pyrazol-4-yl)-1H-indole), ClC=1N=NC(=CC1)Cl (3,6-dichloropyridazine), C(=O)([O-])[O-].[K+].[K+] (K2CO3). Run in CC#N (MeCN), CCOC(=O)C (EtOAc), O (water). Conditions: temperature 100 celsius, time 16 hour. Product: ClC1=CC=C(N=N1)N1N=CC(=C1)C1=CN(C2=CC(=CC=C12)F)S(=O)(=O)C1=CC=CC=C1 (3-(1-(6-chloropyridazin-3-yl)-1H-pyrazol-4-yl)-6-fluoro-1-(phenylsulfonyl)-1H-indole). The yield is 91.1%. Reaction SMILES: [F:1][C:2]1[CH:10]=[C:9]2[C:5]([C:6]([C:20]3[CH:21]=[N:22][NH:23][CH:24]=3)=[CH:7][N:8]2[S:11]([C:14]2[CH:19]=[CH:18][CH:17]=[CH:16][CH:15]=2)(=[O:13])=[O:12])=[CH:4][CH:3]=1.[Cl:25][C:26]1[N:27]=[N:28][C:29](Cl)=[CH:30][CH:31]=1.C([O-])([O-])=O.[K+].[K+]>CC#N.CCOC(C)=O.O>[Cl:25][C:26]1[N:27]=[N:28][C:29]([N:23]2[CH:24]=[C:20]([C:6]3[C:5]4[C:9](=[CH:10][C:2]([F:1])=[CH:3][CH:4]=4)[N:8]([S:11]([C:14]4[CH:15]=[CH:16][CH:17]=[CH:18][CH:19]=4)(=[O:12])=[O:13])[CH:7]=3)[CH:21]=[N:22]2)=[CH:30][CH:31]=1 |f:2.3.4|. Reported procedure: A mixture of 6-fluoro-1-(phenylsulfonyl)-3-(1H-pyrazol-4-yl)-1H-indole (Intermediate 5; 512 mg; 1.50 mmol), 3,6-dichloropyridazine (450 mg; 3.02 mmol) and K2CO3 (828 mg; 5.99 mmol) in MeCN (15.0 mL) was stirred at 100° C. for 16 hours under nitrogen. The reaction mixture was diluted with EtOAc (30 mL) and water (10 mL). The organic layer was separated, washed with brine (10 mL), dried over anhydrous Na2SO4, filtered, concentrated, and purified by a silica gel column chromatography (petroleum eth... Reactants: ClC=1C=CC(=C(C1)N1CCN(CC1)C\C=C/CN)C (Cis-4-[4-(5-chloro-2-methylphenyl)piperazinyl]-2-buten-1-amine), [K].C1(C=2C(C(N1)=O)=CC=CC2)=O (phthalimide potassium salt), cis-1,4-dihydro-2-butene. The product is ClC\C=C/CN1C(C=2C(C1=O)=CC=CC2)=O (N-(cis-4-chloro-2-buten-1-yl)phthalimide). RXN SMILES: [Cl:1][C:2]1C=C[C:5](C)=[C:6](N2CCN(C/C=C\CN)CC2)[CH:7]=1.[K].[C:21]1(=[O:31])[NH:25][C:24](=[O:26])[C:23]2=[CH:27][CH:28]=[CH:29][CH:30]=[C:22]12>>[Cl:1][CH2:2]/[CH:7]=[CH:6]\[CH2:5][N:25]1[C:21](=[O:31])[C:22]2=[CH:30][CH:29]=[CH:28][CH:27]=[C:23]2[C:24]1=[O:26] |f:1.2,^1:19|. Procedure details: Cis-4-[4-(5-chloro-2-methylphenyl)piperazinyl]-2-buten-1-amine: according to the method of Example 5, phthalimide potassium salt was reacted with cis-1,4-dihydro-2-butene to obtain N-(cis-4-chloro-2-buten-1-yl)phthalimide; which was then reacted with 5-chloro-2-methylphenylpiperazine to obtain N-{4-[4-(5-chloro-2-methylphenyl)piperazinyl]-cis-2-buten-1-yl}phthalimide, which was then reacted with hydrazine hydrate. Yield: 85.7%. Hydrochloride mp: 127-129° C. 1HNMR (ppm, CDCl3) δ: 1.56 (br-s, 4H),... Reactants: Cl (hydrochloric acid), OCC=1C(=CC=CC1)CO (α,α′-dihydroxy-o-xylene), ClCC=1C(=CC=CC1)CCl (α,α′-dichloro-o-xylene), ClCC=1C(=CC=CC1)CO (α-chloro-α′-hydroxy-o-xylene), ClCC=1C(=CC=CC1)CO (α-chloro-α′-hydroxy-o-xylene). Conditions: temperature 70 celsius, time 1 hour. The product is C1C2=CC=CC=C2CO1 (phthalan). The yield is 2.0%. Reaction SMILES: Cl.Cl[CH2:3][C:4]1[C:5]([CH2:10][OH:11])=[CH:6][CH:7]=[CH:8][CH:9]=1.OCC1C(CO)=CC=CC=1.ClCC1C(CCl)=CC=CC=1>>[CH2:3]1[O:11][CH2:10][C:5]2[C:4]1=[CH:9][CH:8]=[CH:7][CH:6]=2. Procedure details: A reagent, α,α′-dihydroxy-o-xylene, produced by Aldrich Co. (69.5 g, 0.5 mol) was placed in a 500-mL four-neck flask equipped with a condenser tube, a stirring blade, a thermometer, and a dropping funnel, and 35% hydrochloric acid (100 g, 1.0 mol) was added thereto. The mixture was stirred at 70° C. for one hour. After completion of reaction, the reaction mixture was allowed to stand, so that two-separated layers were formed. The reaction was analyzed through GC while stirring again during sampl...